This data is from the Open Reaction Database (ORD), a public repository of structured organic reaction records. The task is: describe an organic reaction: reactants, conditions, products, and yield The solvent is CS(=O)C (DMSO). Reaction conditions: time 1.5 hour. Yield: 3.9%. Procedure details: To a solution of diphenylmethyl 7-[2-(5-amino-1,2,4-thiadiazol-3-yl)-2-methoxyiminoacetamido]-3-(3-iodo-1-propen-1-yl)-3-cephem-4-carboxylate (IX-1) (E, 716 mg, 1 mmole) in DMSO (2 ml) was added nicotinamide (244 mg, 2 mmoles), and the mixture was stirred at ambient temperature for 1.5 hours and poured into ethyl acetate (200 ml) with stirring. The resulting precipitate was collected by filtration. The quaternized salt (500 mg) was dissolved in HCOOH (5 ml) in the presence of sodium bisulfite (5... Reactants: NC1=NC(=NS1)C(C(=O)NC1[C@@H]2N(C(=C(CS2)C=CCI)C(=O)OC(C2=CC=CC=C2)C2=CC=CC=C2)C1=O)=NOC (diphenylmethyl 7-[2-(5-amino-1,2,4-thiadiazol-3-yl)-2-methoxyiminoacetamido]-3-(3-iodo-1-propen-1-yl)-3-cephem-4-carboxylate), C(C1=CN=CC=C1)(=O)N (nicotinamide), C(C)(=O)OCC (ethyl acetate). Yields the product NC1=NC(=NS1)C(C(=O)NC1[C@@H]2N(C(=C(CS2)C=CC[N+]2=CC(=CC=C2)C(N)=O)C(=O)[O-])C1=O)=NOC (7-[2-(5-Amino-1,2,4-thiadiazol-3-yl)-2-methoxyiminoacetamido]-3-[3-(3-carbamoylpyridinio)-1-propen-1-yl]-3-cephem-4-carboxylate). Reaction SMILES: [NH2:1][C:2]1[S:6][N:5]=[C:4]([C:7](=[N:40][O:41][CH3:42])[C:8]([NH:10][CH:11]2[C:38](=[O:39])[N:13]3[C:14]([C:22]([O:24]C(C4C=CC=CC=4)C4C=CC=CC=4)=[O:23])=[C:15]([CH:18]=[CH:19][CH2:20]I)[CH2:16][S:17][C@H:12]23)=[O:9])[N:3]=1.[C:43]([NH2:51])(=[O:50])[C:44]1[CH:49]=[CH:48][CH:47]=[N:46][CH:45]=1.C(OCC)(=O)C>CS(C)=O>[NH2:1][C:2]1[S:6][N:5]=[C:4]([C:7](=[N:40][O:41][CH3:42])[C:8]([NH:10][CH:11]2[C:38](=[O:39])[N:13]3[C:14]([C:22]([O-:24])=[O:23])=[C:15]([CH:18]=[CH:19][CH2:20][N+:46]4[CH:47]=[CH:48][CH:49]=[C:44]([C:43](=[O:50])[NH2:51])[CH:45]=4)[CH2:16][S:17][C@H:12]23)=[O:9])[N:3]=1. The reactants are CS(=O)(=O)C1=CC=C(C=C1)C=1C=CC2=C(CC(O2)C2CCN(CC2)C#N)C1 (4-[5-(4-methanesulfonyl-phenyl)-2,3-dihydro-benzofuran-2-yl]-piperidine-1-carbonitrile), ONC(CCC)=N (N-hydroxy-butyramidine). Product: CS(=O)(=O)C1=CC=C(C=C1)C=1C=CC2=C(CC(O2)C2CCN(CC2)C2=NC(=NO2)CCC)C1 (4-[5-(4-Methanesulfonyl-phenyl)-2,3-dihydro-benzofuran-2-yl]-1-(3-propyl-[1,2,4]oxadiazol-5-yl)-piperidine). RXN SMILES: [CH3:1][S:2]([C:5]1[CH:10]=[CH:9][C:8]([C:11]2[CH:12]=[CH:13][C:14]3[O:18][CH:17]([CH:19]4[CH2:24][CH2:23][N:22]([C:25]#[N:26])[CH2:21][CH2:20]4)[CH2:16][C:15]=3[CH:27]=2)=[CH:7][CH:6]=1)(=[O:4])=[O:3].[OH:28][NH:29][C:30](=N)[CH2:31][CH2:32][CH3:33]>>[CH3:1][S:2]([C:5]1[CH:10]=[CH:9][C:8]([C:11]2[CH:12]=[CH:13][C:14]3[O:18][CH:17]([CH:19]4[CH2:20][CH2:21][N:22]([C:25]5[O:28][N:29]=[C:30]([CH2:31][CH2:32][CH3:33])[N:26]=5)[CH2:23][CH2:24]4)[CH2:16][C:15]=3[CH:27]=2)=[CH:7][CH:6]=1)(=[O:3])=[O:4]. Procedure: The title compound is prepared from 4-[5-(4-methanesulfonyl-phenyl)-2,3-dihydro-benzofuran-2-yl]-piperidine-1-carbonitrile and N-hydroxy-butyramidine following a procedure analogous to that described in Example 2. LC (method 2): tR=1.40 min; Mass spectrum (ESI+): m/z=468 [M+H]+. Solvent: CCO (EtOH), O (water), CCO (EtOH), O (water), O (water), CC(=O)O (HOAc). Reaction conditions: time 14 hour. Reagents/catalysts: [O-]S(=O)(=O)[O-].[Cu+2] (CuSO4). The product is NC1=CC=C(C=N1)C=1N=NN(C1)C=1C=C(C(=O)NC2=C(C(=CC(=C2)C(C)(C)C)NS(=O)(=O)C)OC)C=CC1C (3-[4-(6-amino-pyridin-3-yl)-[1,2,3]triazol-1-yl]-N-(5-tert-butyl-3-methanesulfonylamino-2-methoxy-phenyl)-4-methyl-benzamide). Starting materials: N(=[N+]=[N-])C=1C=C(C(=O)NC2=C(C(=CC(=C2)C(C)(C)C)NS(=O)(=O)C)OC)C=CC1C (3-azido-N-(5-tert-butyl-3-methanesulfonylamino-2-methoxy-phenyl)-4-methyl-benzamide), NC1=NC=CC(=C1)C#C (2-amino-4-ethynyl pyridine), O=C1C(O)=C([O-])[C@H](O1)[C@@H](O)CO.[Na+] (sodium ascorbate), [OH-].[Na+] (NaOH). Procedure: To a stirring suspension of 310 mg (0.719 mmol) of 3-azido-N-(5-tert-butyl-3-methanesulfonylamino-2-methoxy-phenyl)-4-methyl-benzamide in 2 mL of EtOH and 2 mL of water was added dropwise 4M NaOH until the mixture became homogeneous. A solution of 142 mg (0.719 mmol) of sodium ascorbate in 0.5 mL of water was added, followed by 100 mg (0.719 mmol) 2-amino-4-ethynyl pyridine in 1 mL of EtOH. Finally 0.72 mL of 0.1 M CuSO4 was added, and the resulting mixture was stirred vigorously for 14 h. The m... Reaction SMILES: [N:1]([C:4]1[CH:5]=[C:6]([CH:27]=[CH:28][C:29]=1[CH3:30])[C:7]([NH:9][C:10]1[CH:15]=[C:14]([C:16]([CH3:19])([CH3:18])[CH3:17])[CH:13]=[C:12]([NH:20][S:21]([CH3:24])(=[O:23])=[O:22])[C:11]=1[O:25][CH3:26])=[O:8])=[N+:2]=[N-:3].[OH-].[Na+].O=[C:34]1O[C@H]([C@H](CO)O)C([O-])=[C:35]1O.[Na+].[NH2:46][C:47]1[CH:52]=[C:51](C#C)[CH:50]=[CH:49][N:48]=1>CCO.O.CC(O)=O.[O-]S([O-])(=O)=O.[Cu+2]>[NH2:46][C:47]1[N:48]=[CH:49][C:50]([C:34]2[N:3]=[N:2][N:1]([C:4]3[CH:5]=[C:6]([CH:27]=[CH:28][C:29]=3[CH3:30])[C:7]([NH:9][C:10]3[CH:15]=[C:14]([C:16]([CH3:18])([CH3:19])[CH3:17])[CH:13]=[C:12]([NH:20][S:21]([CH3:24])(=[O:22])=[O:23])[C:11]=3[O:25][CH3:26])=[O:8])[CH:35]=2)=[CH:51][CH:52]=1 |f:1.2,3.4,9.10|. Starting materials: OC1=CC=C(C=C1)C(=O)C(C1=CC=C(C=C1)O)CC (4,4'-dihydroxy-α-ethyldesoxybenzoin), C([O-])([O-])=O.[Na+].[Na+] (sodium carbonate), [I-].[K+] (potassium iodide), C(C1=CC=CC=C1)Cl (benzyl chloride). Run in C(C)O (ethanol), O (water). The product is C(C1=CC=CC=C1)OC1=CC=C(C=C1)C(=O)C(C1=CC=C(C=C1)OCC1=CC=CC=C1)CC (4,4'-dibenzyloxy-α-ethyldesoxybenzoin). As a reaction SMILES: [OH:1][C:2]1[CH:7]=[CH:6][C:5]([C:8]([CH:10]([CH2:18][CH3:19])[C:11]2[CH:16]=[CH:15][C:14](O)=[CH:13][CH:12]=2)=[O:9])=[CH:4][CH:3]=1.[C:20](=[O:23])([O-])[O-].[Na+].[Na+].[I-].[K+].[CH2:28](Cl)[C:29]1[CH:34]=[CH:33][CH:32]=[CH:31][CH:30]=1>C(O)C.O>[CH2:28]([O:1][C:2]1[CH:7]=[CH:6][C:5]([C:8]([CH:10]([CH2:18][CH3:19])[C:11]2[CH:16]=[CH:15][C:14]([O:23][CH2:20][C:2]3[CH:7]=[CH:6][CH:5]=[CH:4][CH:3]=3)=[CH:13][CH:12]=2)=[O:9])=[CH:4][CH:3]=1)[C:29]1[CH:34]=[CH:33][CH:32]=[CH:31][CH:30]=1 |f:1.2.3,4.5|. Procedure details: A mixture of 4,4'-dihydroxy-α-ethyldesoxybenzoin (4.26 g.), sodium carbonate (4.8 g.), potassium iodide (0.15 g.) and benzyl chloride (4.57 g.) in ethanol (35 ml.) and water (5 ml.) was stirred and heated under reflux for 8 hours. The mixture was cooled, filtered, and the residue washed with water and recrystallised from petrol (b.p. 100°-120° C.) to give 4,4'-dibenzyloxy-α-ethyldesoxybenzoin, m.p. 84° C.